From a dataset of the Open Reaction Database (ORD), a public repository of structured organic reaction records. describe an organic reaction: reactants, conditions, products, and yield Yields the product C=C1COc2ccc(C(=O)OC)cc2C(S(=O)(=O)c2ccccc2)C1. RXN SMILES: [CH3:1][Si:2]([N-:3][Si:4]([CH3:5])([CH3:6])[CH3:7])([CH3:8])[CH3:9].[Cl:11][CH2:12][C:13]([CH2:14][O:15][c:16]1[c:17]([CH2:26][S:27](=[O:28])(=[O:29])[c:30]2[cH:31][cH:32][cH:33][cH:34][cH:35]2)[cH:18][c:19]([C:20](=[O:21])[O:22][CH3:23])[cH:24][cH:25]1)=[CH2:36].[Cl:44][CH2:45][Cl:46].[ClH:38].[Li+:10].[O:39]1[CH2:40][CH2:41][CH2:42][CH2:43]1.[OH2:37]>>[CH2:12]=[C:13]1[CH2:14][O:15][c:16]2[c:17]([cH:18][c:19]([C:20](=[O:21])[O:22][CH3:23])[cH:24][cH:25]2)[CH:26]([S:27](=[O:28])(=[O:29])[c:30]2[cH:31][cH:32][cH:33][cH:34][cH:35]2)[CH2:36]1. The reactants are C[Si](C)(C)[N-][Si](C)(C)C, C=C(CCl)COc1ccc(C(=O)OC)cc1CS(=O)(=O)c1ccccc1, ClCCl, Cl, [Li+], C1CCOC1, O. Starting materials: CCN=C=NCCCN(C)C, CCN(C(C)C)C(C)C, Cl, Cl, NCC(=O)N1CCC(Nc2ccccc2Cl)CC1, CN(C)C=O, O, Cn1nc(C(=O)O)cc1-c1ccccc1O, On1nnc2ccccc21. Product: Cn1nc(C(=O)NCC(=O)N2CCC(Nc3ccccc3Cl)CC2)cc1-c1ccccc1O. Reaction SMILES: [CH3:36][CH2:37][N:38]=[C:39]=[N:40][CH2:41][CH2:42][CH2:43][N:44]([CH3:45])[CH3:46].[CH:17]([N:18]([CH2:19][CH3:20])[CH:21]([CH3:22])[CH3:23])([CH3:24])[CH3:25].[ClH:47].[ClH:48].[NH2:49][CH2:50][C:51](=[O:52])[N:53]1[CH2:54][CH2:55][CH:56]([NH:59][c:60]2[c:61]([Cl:66])[cH:62][cH:63][cH:64][cH:65]2)[CH2:57][CH2:58]1.[O:67]=[CH:68][N:69]([CH3:70])[CH3:71].[OH2:72].[OH:1][c:2]1[c:3](-[c:8]2[cH:9][c:10]([C:14](=[O:15])[OH:16])[n:11][n:12]2[CH3:13])[cH:4][cH:5][cH:6][cH:7]1.[OH:26][n:27]1[c:28]2[c:29]([cH:30][cH:31][cH:32][cH:33]2)[n:34][n:35]1>>[OH:1][c:2]1[c:3](-[c:8]2[cH:9][c:10]([C:14](=[O:16])[NH:49][CH2:50][C:51](=[O:52])[N:53]3[CH2:54][CH2:55][CH:56]([NH:59][c:60]4[c:61]([Cl:66])[cH:62][cH:63][cH:64][cH:65]4)[CH2:57][CH2:58]3)[n:11][n:12]2[CH3:13])[cH:4][cH:5][cH:6][cH:7]1. Starting materials: O=C=NC(Cl)(Cl)Cl, ClCCl, COc1ccc(Cn2c(=O)c(C(C)C)c(C(=O)c3cc(C)cc(C#N)c3)n(CCO)c2=O)cc1. The product is COc1ccc(Cn2c(=O)c(C(C)C)c(C(=O)c3cc(C)cc(C#N)c3)n(CCOC(N)=O)c2=O)cc1. As a reaction SMILES: [Cl:1][C:2]([N:3]=[C:4]=[O:5])([Cl:6])[Cl:7].[Cl:42][CH2:43][Cl:44].[OH:8][CH2:9][CH2:10][n:11]1[c:12](=[O:41])[n:13]([CH2:32][c:33]2[cH:34][cH:35][c:36]([O:39][CH3:40])[cH:37][cH:38]2)[c:14](=[O:31])[c:15]([CH:28]([CH3:29])[CH3:30])[c:16]1[C:17](=[O:18])[c:19]1[cH:20][c:21]([C:22]#[N:23])[cH:24][c:25]([CH3:27])[cH:26]1>>[NH2:3][C:4](=[O:5])[O:8][CH2:9][CH2:10][n:11]1[c:12](=[O:41])[n:13]([CH2:32][c:33]2[cH:34][cH:35][c:36]([O:39][CH3:40])[cH:37][cH:38]2)[c:14](=[O:31])[c:15]([CH:28]([CH3:29])[CH3:30])[c:16]1[C:17](=[O:18])[c:19]1[cH:20][c:21]([C:22]#[N:23])[cH:24][c:25]([CH3:27])[cH:26]1. Solvent: O1CCCC1 (tetrahydrofuran). Yield: 23.0%. Starting materials: [Cu](Cl)Cl (copper(II) chloride), LtBu,NMe2K, LiPr,NMe2K, LMe,NMe2K, NNC(=O)NN (carbohydrazide), [H-].[K+] (potassium hydride). Reported procedure: Treatment of anhydrous copper(II) chloride with two equivalents of LtBu,NMe2K, LiPr,NMe2K or LMe,NMe2K, prepared in situ from the corresponding carbohydrazide ligands and potassium hydride, in tetrahydrofuran afforded the mononuclear copper(II) bis-carbohydrazide complexes Cu(LtBu,NMe2)2 (32, 75%), Cu(LiPr,NMe2)2 (33, 51%), and Cu(LMe,NMe2)2 (34, 23%), respectively, as maroon crystals (eq 9). Compound 32 was isolated in high yield from sublimation at 70° C./0.05 Torr, whereas sublimation yields ... Product: NNC(=O)NN.NNC(=O)NN.[Cu+2] (copper(II) bis-carbohydrazide), Cu(LMe,NMe2)2. RXN SMILES: [Cu:1](Cl)Cl.[NH2:4][NH:5][C:6]([NH:8][NH2:9])=[O:7].[H-].[K+]>O1CCCC1>[NH2:4][NH:5][C:6]([NH:8][NH2:9])=[O:7].[NH2:4][NH:5][C:6]([NH:8][NH2:9])=[O:7].[Cu+2:1] |f:2.3,5.6.7|. The reactants are [OH-].[Na+] (sodium hydroxide), Cl.O(C1=CC=CC=C1)CC1(CNCCC1)O (3-(phenoxymethyl)-3-piperidinol monohydrochloride), C(=O)O (formic acid), C=O (formalin). The solvent is O (water), O (water). Yields the product Cl.CN1CC(CCC1)(O)COC1=CC=CC=C1 (1-Methyl-3-(phenoxymethyl)-3-piperidinol Hydrochloride). The yield is 67.9%. RXN SMILES: [ClH:1].[O:2]([CH2:9][C:10]1([OH:16])[CH2:15][CH2:14][CH2:13][NH:12][CH2:11]1)[C:3]1[CH:8]=[CH:7][CH:6]=[CH:5][CH:4]=1.[CH:17](O)=O.C=O.[OH-].[Na+]>O>[ClH:1].[CH3:17][N:12]1[CH2:13][CH2:14][CH2:15][C:10]([CH2:9][O:2][C:3]2[CH:8]=[CH:7][CH:6]=[CH:5][CH:4]=2)([OH:16])[CH2:11]1 |f:0.1,4.5,7.8|. Reported procedure: A solution of 5 g (0.024 mole) of crude 3-(phenoxymethyl)-3-piperidinol monohydrochloride and 5 g (0.096 mole) of formic acid (88%) in 10 ml of water was treated with 3 ml (0.036 mole) of formalin (37%) and heated on a steam bath for 18 hours. The reaction mixture was diluted with water, made basic with 3N sodium hydroxide, and extracted with three 40 ml portions of methylene chloride. The extracts were combined over magnesium sulfate, filtered, and evaporated under reduced pressure to give a pa... The reactants are Clc1ccc2ccc(CBr)nc2c1, Cc1ccccc1, CCOP(OCC)OCC. The product is BrCc1ccc2ccccc2n1. As a reaction SMILES: [Br:1][CH2:2][c:3]1[n:4][c:5]2[cH:6][c:7]([Cl:13])[cH:8][cH:9][c:10]2[cH:11][cH:12]1.[CH3:24][c:25]1[cH:26][cH:27][cH:28][cH:29][cH:30]1.[P:14]([O:15][CH2:16][CH3:17])([O:18][CH2:19][CH3:20])[O:21][CH2:22][CH3:23]>>[Br:1][CH2:2][c:3]1[n:4][c:5]2[cH:6][cH:7][cH:8][cH:9][c:10]2[cH:11][cH:12]1. Reactants: CC1=CNC2=CC=CC=C12 (3-methylindole), C(C1=CC=CC=C1)OC1=CC=C(C=C1)C(CCC)=O (4′-(benzyloxy)-Butyrophenone), C(C1=CC=CC=C1)OC1=CC=C(C=C1)C(CC)=O (4′-(benzyloxy)-Propiophenone). Yields the product C(C)C1=CNC2=CC=CC=C12 (3-ethylindole). RXN SMILES: [CH3:1][C:2]1[C:10]2[C:5](=[CH:6][CH:7]=[CH:8][CH:9]=2)[NH:4][CH:3]=1.[CH2:11](OC1C=CC(C(=O)CCC)=CC=1)C1C=CC=CC=1.C(OC1C=CC(C(=O)CC)=CC=1)C1C=CC=CC=1>>[CH2:1]([C:2]1[C:10]2[C:5](=[CH:6][CH:7]=[CH:8][CH:9]=2)[NH:4][CH:3]=1)[CH3:11]. Reported procedure: This compound was synthesized in exact analogy to the xample given for 3-methylindole, supra, using methods a and 2–8. the only difference is that the starting material used is 4′-(benzyloxy)-Butyrophenone CAS No. [26945-71-1] instead of 4′-(benzyloxy)-Propiophenone. Data for intermediates is as follows. Starting materials: C[Si](C)(C)CCN1C(=O)CN(c2ccc(OCCc3ccccc3)cc2OCc2ccccc2)S1(=O)=O, C1CCOC1, CCCC[N+](CCCC)(CCCC)CCCC, [F-]. Product: O=C1CN(c2ccc(OCCc3ccccc3)cc2OCc2ccccc2)S(=O)(=O)N1. As a reaction SMILES: [CH2:1]([c:2]1[cH:3][cH:4][cH:5][cH:6][cH:7]1)[O:8][c:9]1[c:10]([N:24]2[CH2:25][C:26](=[O:37])[N:27]([CH2:31][CH2:32][Si:33]([CH3:34])([CH3:35])[CH3:36])[S:28]2(=[O:29])=[O:30])[cH:11][cH:12][c:13]([O:15][CH2:16][CH2:17][c:18]2[cH:19][cH:20][cH:21][cH:22][cH:23]2)[cH:14]1.[CH2:56]1[O:57][CH2:58][CH2:59][CH2:60]1.[CH3:39][CH2:40][CH2:41][CH2:42][N+:43]([CH2:44][CH2:45][CH2:46][CH3:47])([CH2:48][CH2:49][CH2:50][CH3:51])[CH2:52][CH2:53][CH2:54][CH3:55].[F-:38]>>[CH2:1]([c:2]1[cH:3][cH:4][cH:5][cH:6][cH:7]1)[O:8][c:9]1[c:10]([N:24]2[CH2:25][C:26](=[O:37])[NH:27][S:28]2(=[O:29])=[O:30])[cH:11][cH:12][c:13]([O:15][CH2:16][CH2:17][c:18]2[cH:19][cH:20][cH:21][cH:22][cH:23]2)[cH:14]1. Reactants: ClC1=C(C=C(C=C1C)B1OC(C(O1)(C)C)(C)C)C (2-chloro-1,3-dimethyl-5-(4,4,5,5-tetramethyl-[1,3,2]dioxaborolan-2-yl)-benzene), BrC1=NC(=CC(=C1)C)C (2-bromo-4,6-dimethyl-pyridine), Intermediate 56. Product: ClC1=C(C=C(C=C1C)C1=NC(=CC(=C1)C)C)C (2-(4-Chloro-3,5-dimethyl-phenyl)-4,6-dimethyl-pyridine). As a reaction SMILES: [Cl:1][C:2]1[C:7]([CH3:8])=[CH:6][C:5](B2OC(C)(C)C(C)(C)O2)=[CH:4][C:3]=1[CH3:18].Br[C:20]1[CH:25]=[C:24]([CH3:26])[CH:23]=[C:22]([CH3:27])[N:21]=1>>[Cl:1][C:2]1[C:3]([CH3:18])=[CH:4][C:5]([C:20]2[CH:25]=[C:24]([CH3:26])[CH:23]=[C:22]([CH3:27])[N:21]=2)=[CH:6][C:7]=1[CH3:8]. Reported procedure: The title compound is prepared from 2-chloro-1,3-dimethyl-5-(4,4,5,5-tetramethyl-[1,3,2]dioxaborolan-2-yl)-benzene and 2-bromo-4,6-dimethyl-pyridine following a procedure analogous to that described in Step 1 of Intermediate 56. LC (method 7): tR=0.89 min; Mass spectrum (ESI+): m/z=246/248 (Cl) [M+H]+. Starting materials: NC1=CC=C(C=C1)CC(=O)O (4-amino-phenylacetic acid), C1(=CC=CC=C1)N=C=O (phenyl isocyanate). The product is C1(=CC=CC=C1)NC(NC1=CC=C(C=C1)CC(=O)O)=O (4-Phenylureidophenylacetic acid). As a reaction SMILES: [NH2:1][C:2]1[CH:7]=[CH:6][C:5]([CH2:8][C:9]([OH:11])=[O:10])=[CH:4][CH:3]=1.[C:12]1([N:18]=[C:19]=[O:20])[CH:17]=[CH:16][CH:15]=[CH:14][CH:13]=1>>[C:12]1([NH:18][C:19](=[O:20])[NH:1][C:2]2[CH:3]=[CH:4][C:5]([CH2:8][C:9]([OH:11])=[O:10])=[CH:6][CH:7]=2)[CH:17]=[CH:16][CH:15]=[CH:14][CH:13]=1. Reported procedure: 4-Phenylureidophenylacetic acid was prepared using procedure C with 4-amino-phenylacetic acid and phenyl isocyanate: 1H NMR (CD3SOCD3, 300 MHz, ppm) 8.72-8.64 (m, 2H), 7.44 (d, 2H), 7.36 (d, 2H), 7.28 (d, 2H), 7.16 (d, 2H), 6.96 (t, 1H), 3.52 (s, 2H); m/z 272.